From a dataset of the Open Reaction Database (ORD), a public repository of structured organic reaction records. describe an organic reaction: reactants, conditions, products, and yield Starting materials: CC(=O)O, CCOC(=O)c1cnc(Cl)cc1Nc1ccc(I)cc1F, O. Yields the product CCOC(=O)c1c[nH]c(=O)cc1Nc1ccc(I)cc1F. Reaction SMILES: [CH3:23][C:24](=[O:25])[OH:26].[Cl:1][c:2]1[n:3][cH:4][c:5]([C:6](=[O:7])[O:8][CH2:9][CH3:10])[c:11]([NH:13][c:14]2[c:15]([F:21])[cH:16][c:17]([I:20])[cH:18][cH:19]2)[cH:12]1.[OH2:22]>>[c:2]1(=[O:22])[nH:3][cH:4][c:5]([C:6](=[O:7])[O:8][CH2:9][CH3:10])[c:11]([NH:13][c:14]2[c:15]([F:21])[cH:16][c:17]([I:20])[cH:18][cH:19]2)[cH:12]1. The reactants are CCO, COc1cc(C)c(O)cc1[N+](=O)[O-]. Yields the product COc1cc(C)c(O)cc1N. RXN SMILES: [CH3:14][CH2:15][OH:16].[CH3:1][c:2]1[c:3]([OH:13])[cH:4][c:5]([N+:10]([O-:11])=[O:12])[c:6]([O:8][CH3:9])[cH:7]1>>[CH3:1][c:2]1[c:3]([OH:13])[cH:4][c:5]([NH2:10])[c:6]([O:8][CH3:9])[cH:7]1. Run in C(C)#N (acetonitrile). Starting materials: BrCC(=O)C1=CC(=CC=C1)OC(F)(F)F (2-bromo-1-[3-(trifluoromethoxy)phenyl]ethanone), C(C)(=O)NC(=N)N (acetyl guanidine). Reaction SMILES: Br[CH2:2][C:3]([C:5]1[CH:10]=[CH:9][CH:8]=[C:7]([O:11][C:12]([F:15])([F:14])[F:13])[CH:6]=1)=O.[C:16]([NH:19][C:20]([NH2:22])=[NH:21])(=[O:18])[CH3:17]>C(#N)C>[F:13][C:12]([F:15])([F:14])[O:11][C:7]1[CH:6]=[C:5]([C:3]2[N:21]=[C:20]([NH:19][C:16](=[O:18])[CH3:17])[NH:22][CH:2]=2)[CH:10]=[CH:9][CH:8]=1. The product is FC(OC=1C=C(C=CC1)C=1N=C(NC1)NC(C)=O)(F)F (N-{4-[3-(trifluoromethoxy)phenyl]-1H-imidazol-2-yl}acetamide), product. Procedure: The title compound was prepared according to described procedure using 2-bromo-1-[3-(trifluoromethoxy)phenyl]ethanone (1.7 g, 6.00 mmol) and acetyl guanidine (0.91 g, 9.01 mmol)) in acetonitrile (17 ml) to obtain 460 g of the product as a yellow solid; 1H NMR (300 MHz, CDCl3) δ 2.07 (s, 3H), 5.50 (s, 1H), 7.10-7.15 (m, 1H), 7.39 (t, J=7.8, 1H), 7.47-7.64 (m, 3H), 7.92 (s, 1H).